From a dataset of the Open Reaction Database (ORD), a public repository of structured organic reaction records. describe an organic reaction: reactants, conditions, products, and yield Starting materials: Cl.NC=1C=C2CC=3C(=NNC(C3)=O)C2=CC1 (7-amino-[5H]indeno[1,2-c]pyridazin-3(2H)-one hydrochloride), O1C=CC(C=C1)=O (4H-pyran-4-one), N (ammonia). The solvent is O (water). Yields the product O=C1C=CN(C=C1)C=1C=C2CC=3C(=NNC(C3)=O)C2=CC1 (7-(4-Oxo-1,4-dihydropyridin-1-yl)-[5H]indeno[1,2-c]pyridazin-3(2H)-one). Reaction SMILES: Cl.[NH2:2][C:3]1[CH:4]=[C:5]2[C:14](=[CH:15][CH:16]=1)[C:8]1=[N:9][NH:10][C:11](=[O:13])[CH:12]=[C:7]1[CH2:6]2.O1[CH:22]=[CH:21][C:20](=[O:23])[CH:19]=[CH:18]1.N>O>[O:23]=[C:20]1[CH:21]=[CH:22][N:2]([C:3]2[CH:4]=[C:5]3[C:14](=[CH:15][CH:16]=2)[C:8]2=[N:9][NH:10][C:11](=[O:13])[CH:12]=[C:7]2[CH2:6]3)[CH:18]=[CH:19]1 |f:0.1|. Procedure: A stirred mixture of 7-amino-[5H]indeno[1,2-c]pyridazin-3(2H)-one hydrochloride (1.0 g) and 4H-pyran-4-one (0.48 g) in water (10 ml) was heated under reflux for 1 hour in a nitrogen atmosphere. The warm mixture was neutralised with aqueous ammonia to give a solid, 0.9 g, m.p. >300° C. This solid was triturated with warm dilute hydrochloric acid and washed with water to give the title compound, 0.42 g, m.p. >300° C.